From a dataset of the Open Reaction Database (ORD), a public repository of structured organic reaction records. describe an organic reaction: reactants, conditions, products, and yield Starting materials: ClC1=CC2=C(C=N1)C=NN2C2OCCCC2 (6-chloro-1-(tetrahydro-2H-pyran-2-yl)-1H-pyrazolo[4,3-c]pyridine), COC=1C=C(C=C(C1)OC)B1OC(C(O1)(C)C)(C)C (2-(3,5-dimethoxyphenyl)-4,4,5,5-tetramethyl-1,3,2-dioxaborolane), ClCCl (dichloromethane), P(=O)([O-])([O-])[O-].[K+].[K+].[K+] (potassium phosphate). Reagents/catalysts: C1=CC=C(C=C1)P([C-]2C=CC=C2)C3=CC=CC=C3.C1=CC=C(C=C1)P([C-]2C=CC=C2)C3=CC=CC=C3.Cl[Pd]Cl.[Fe+2] ([1,1′-bis(diphenylphosphino)ferrocene]dichloropalladium(II)). The solvent is O1CCOCC1 (1,4-dioxane), O (water). Conditions: temperature 90 celsius, time 2 hour. Product: COC=1C=C(C=C(C1)OC)C1=CC2=C(C=N1)C=NN2C2OCCCC2 (6-(3,5-dimethoxyphenyl)-1-(tetrahydro-2H-pyran-2-yl)-1H-pyrazolo[4,3-c]pyridine). Yield: 57.2%. Reaction SMILES: Cl[C:2]1[N:7]=[CH:6][C:5]2[CH:8]=[N:9][N:10]([CH:11]3[CH2:16][CH2:15][CH2:14][CH2:13][O:12]3)[C:4]=2[CH:3]=1.[CH3:17][O:18][C:19]1[CH:20]=[C:21](B2OC(C)(C)C(C)(C)O2)[CH:22]=[C:23]([O:25][CH3:26])[CH:24]=1.ClCCl.P([O-])([O-])([O-])=O.[K+].[K+].[K+]>O1CCOCC1.O.C1C=CC(P(C2C=CC=CC=2)[C-]2C=CC=C2)=CC=1.C1C=CC(P(C2C=CC=CC=2)[C-]2C=CC=C2)=CC=1.Cl[Pd]Cl.[Fe+2]>[CH3:17][O:18][C:19]1[CH:20]=[C:21]([C:2]2[N:7]=[CH:6][C:5]3[CH:8]=[N:9][N:10]([CH:11]4[CH2:16][CH2:15][CH2:14][CH2:13][O:12]4)[C:4]=3[CH:3]=2)[CH:22]=[C:23]([O:25][CH3:26])[CH:24]=1 |f:3.4.5.6,9.10.11.12|. Procedure: A mixture of 6-chloro-1-(tetrahydro-2H-pyran-2-yl)-1H-pyrazolo[4,3-c]pyridine (0.80 g, 3.4 mmol) (Example 24, Step 1), 2-(3,5-dimethoxyphenyl)-4,4,5,5-tetramethyl-1,3,2-dioxaborolane (1.1 g, 4.0 mmol), [1,1′-bis(diphenylphosphino)ferrocene]dichloropalladium(II) complexed with dichloromethane (1:1) (200 mg, 0.3 mmol), and potassium phosphate (1400 mg, 6.7 mmol) in 1,4-dioxane (7 mL) and water (1 mL) in a reaction vial was degassed and sealed. It was stirred at 90° C. for 2 h. After cooling it was... The reactants are CC(C)C[Al+]CC(C)C, OC1CSC(COCc2ccccc2)CO1, ClCCl, CO, [H-], [Na+], [Na+], O=S(=O)([O-])[O-]. Yields the product O=C1CSC(COCc2ccccc2)CO1. Reaction SMILES: [CH2:18]([Al+:19][CH2:20][CH:21]([CH3:22])[CH3:23])[CH:24]([CH3:25])[CH3:26].[CH2:1]([c:2]1[cH:3][cH:4][cH:5][cH:6][cH:7]1)[O:8][CH2:9][CH:10]1[S:11][CH2:12][CH:13]([OH:16])[O:14][CH2:15]1.[CH2:36]([Cl:37])[Cl:38].[CH3:27][OH:28].[H-:17].[Na+:29].[Na+:30].[O-:31][S:32](=[O:33])(=[O:34])[O-:35]>>[CH2:1]([c:2]1[cH:3][cH:4][cH:5][cH:6][cH:7]1)[O:8][CH2:9][CH:10]1[S:11][CH2:12][C:13](=[O:16])[O:14][CH2:15]1. The reactants are O1C(CCCC1)OCC#CCC#CCC#CCCCCCC (Pentadeca-2,5,8-triyn-1-ol tetrahydropyranyl ether), [NH2-].[Li+] (lithium amide), O1C(CCCC1)OCC#C (propargyl alcohol tetrahydropyranyl ether), C(CCCCC)Br (n-hexyl bromide). Yields the product O1C(CCCC1)OCC#CCCCCCC (2-nonyn-1-ol tetrahydropyranyl ether). As a reaction SMILES: [O:1]1[CH2:6][CH2:5][CH2:4][CH2:3][CH:2]1[O:7][CH2:8][C:9]#[C:10][CH2:11][C:12]#[C:13][CH2:14][C:15]#[C:16]CCCCCC.O1CCCCC1OCC#C.C(Br)CCCCC.[NH2-].[Li+]>>[O:1]1[CH2:6][CH2:5][CH2:4][CH2:3][CH:2]1[O:7][CH2:8][C:9]#[C:10][CH2:11][CH2:12][CH2:13][CH2:14][CH2:15][CH3:16] |f:3.4|. Procedure details: Pentadeca-2,5,8-triyn-1-ol tetrahydropyranyl ether can be prepared by coupling propargyl alcohol tetrahydropyranyl ether with n-hexyl bromide in the presence of lithium amide, to produce 2-nonyn-1-ol tetrahydropyranyl ether, then hydrolysing of the tetrahydropyranyloxy function with Pyr/PTS in ethanol solution followed by esterification of the hydroxy compound with methanesulfonyl chloride in the presence of triethylamine. The mesylate is then reacted with lithium bromide in acetone solution to ... Starting materials: N1=CC=CC=C1 (Pyridine), C[Si](C1=CC(=CO1)CCCO)(C)C (3-(5-trimethylsilyl-3- furyl)propan-1-ol), C(CCCCCCCCCCC)(=O)Cl (lauroyl chloride). Solvent: O1CCCC1 (tetrahydrofuran), CCOCC (ether). Reaction conditions: time 14 hour. Product: C(CCCCCCCCCCC)(=O)OCCCC1=COC(=C1)[Si](C)(C)C (3-(5-Trimethylsilyl-3-furyl)propyl dodecanoate). RXN SMILES: N1C=CC=CC=1.[CH3:7][Si:8]([CH3:19])([CH3:18])[C:9]1[O:13][CH:12]=[C:11]([CH2:14][CH2:15][CH2:16][OH:17])[CH:10]=1.[C:20](Cl)(=[O:32])[CH2:21][CH2:22][CH2:23][CH2:24][CH2:25][CH2:26][CH2:27][CH2:28][CH2:29][CH2:30][CH3:31]>O1CCCC1.CCOCC>[C:20]([O:17][CH2:16][CH2:15][CH2:14][C:11]1[CH:10]=[C:9]([Si:8]([CH3:7])([CH3:18])[CH3:19])[O:13][CH:12]=1)(=[O:32])[CH2:21][CH2:22][CH2:23][CH2:24][CH2:25][CH2:26][CH2:27][CH2:28][CH2:29][CH2:30][CH3:31]. Procedure details: Pyridine (0.06 ml, 0.72 mmol) was added to a mixture of 3-(5-trimethylsilyl-3- furyl)propan-1-ol (from above) and lauroyl chloride (0.17 ml. 0.72 mmol) in tetrahydrofuran (4 ml) at room temperature. After 14 hours, the mixture was diluted with ether (10 ml) and washed successively with water, copper (II) sulphate and brine. Evaporation of the dried (magnesium sulphate) organic layers gave an oil, which was purified by preparative TLC (20×20 cm, 500μ silica plate; developed with 10% ethyl ether/p... Product: Cc1cc2c(cc1-c1cc(C=C3SC(=O)N(C)C3=O)ccc1OC(F)(F)F)N(C)C(=O)CC2(C)C. Reaction SMILES: [CH2:8]1[CH2:9][CH2:10][NH:11][CH2:12][CH2:13]1.[CH3:14][N:15]1[C:16](=[O:41])[CH2:17][C:18]([CH3:39])([CH3:40])[c:19]2[cH:20][c:21]([CH3:38])[c:22](-[c:25]3[cH:26][c:27]([CH:28]=[O:29])[cH:30][cH:31][c:32]3[O:33][C:34]([F:35])([F:36])[F:37])[cH:23][c:24]21.[CH3:1][c:2]1[cH:3][cH:4][cH:5][cH:6][cH:7]1.[CH3:42][N:43]1[C:44](=[O:49])[S:45][CH2:46][C:47]1=[O:48].[CH3:50][CH2:51][O:52][C:53](=[O:54])[CH3:55].[CH3:56][C:57](=[O:58])[OH:59]>>[CH3:14][N:15]1[C:16](=[O:41])[CH2:17][C:18]([CH3:39])([CH3:40])[c:19]2[cH:20][c:21]([CH3:38])[c:22](-[c:25]3[cH:26][c:27]([CH:28]=[C:46]4[S:45][C:44](=[O:49])[N:43]([CH3:42])[C:47]4=[O:48])[cH:30][cH:31][c:32]3[O:33][C:34]([F:35])([F:36])[F:37])[cH:23][c:24]21. Reactants: C1CCNCC1, Cc1cc2c(cc1-c1cc(C=O)ccc1OC(F)(F)F)N(C)C(=O)CC2(C)C, Cc1ccccc1, CN1C(=O)CSC1=O, CCOC(C)=O, CC(=O)O. Starting materials: S(=O)(O)[O-].[Na+] (sodium hydrogensulfite), C1(CC1)CN1N=C(C=C(C1=O)COS(=O)(=O)C)C1=CC=C(C=C1)SC (2-cyclopropylmethyl-4-methanesulfonyloxymethyl-6-[4-(methylthio)phenyl]-2H-pyridazin-3-one), ClC1=CC(=CC=C1)C(=O)OO (3-chloroperbenzoic acid), C(Cl)Cl (methylene chloride), C(Cl)Cl (methylene chloride). Conditions: time 30 minute. The product is C1(CC1)CN1N=C(C=C(C1=O)COS(=O)(=O)C)C1=CC=C(C=C1)S(=O)(=O)C (2-cyclopropylmethyl-4-methanesulfonyloxymethyl-6-[4-(methylsulfonyl)phenyl]-2H-pyridazin-3-one). Isolated yield 85.3%. Reaction SMILES: [CH:1]1([CH2:4][N:5]2[C:10](=[O:11])[C:9]([CH2:12][O:13][S:14]([CH3:17])(=[O:16])=[O:15])=[CH:8]C(C3C=CC(SC)=CC=3)=[N:6]2)[CH2:3][CH2:2]1.Cl[C:27]1[CH:32]=[CH:31][CH:30]=[C:29]([C:33](OO)=O)[CH:28]=1.[S:37]([O-:40])(O)=[O:38].[Na+].[CH2:42](Cl)Cl>>[CH:1]1([CH2:4][N:5]2[C:10](=[O:11])[C:9]([CH2:12][O:13][S:14]([CH3:17])(=[O:15])=[O:16])=[CH:8][C:33]([C:29]3[CH:28]=[CH:27][C:32]([S:37]([CH3:42])(=[O:40])=[O:38])=[CH:31][CH:30]=3)=[N:6]2)[CH2:2][CH2:3]1 |f:2.3|. Procedure details: To a solution of 2-cyclopropylmethyl-4-methanesulfonyloxymethyl-6-[4-(methylthio)phenyl]-2H-pyridazin-3-one (226 mg, 0.59 mmol) in methylene chloride (10 mL) was added dropwise at −20° C. a solution of 3-chloroperbenzoic acid (410 mg, 2.38 mmol) in methylene chloride (2 mL), and at the same temperature, the mixture was stirred for 30 minutes. A 10% aqueous sodium hydrogensulfite was added to the reaction mixture, and then, the mixture was extracted with chloroform. The extract was successively w...